Dataset: the Open Reaction Database (ORD), a public repository of structured organic reaction records. Task: describe an organic reaction: reactants, conditions, products, and yield The reactants are BrC1=C(C(=O)O)C=C(C=C1[N+](=O)[O-])F (2-bromo-5-fluoro-3-nitrobenzoic acid), O=S(Cl)Cl (SOCl2), CO (MeOH). Run at temperature 65 celsius, time 1 hour. The product is BrC1=C(C(=O)OC)C=C(C=C1[N+](=O)[O-])F (methyl 2-bromo-5-fluoro-3-nitrobenzoate). Isolated yield 84.0%. RXN SMILES: [Br:1][C:2]1[C:10]([N+:11]([O-:13])=[O:12])=[CH:9][C:8]([F:14])=[CH:7][C:3]=1[C:4]([OH:6])=[O:5].O=S(Cl)Cl.[CH3:19]O>>[Br:1][C:2]1[C:10]([N+:11]([O-:13])=[O:12])=[CH:9][C:8]([F:14])=[CH:7][C:3]=1[C:4]([O:6][CH3:19])=[O:5]. Reported procedure: To the solution of 2-bromo-5-fluoro-3-nitrobenzoic acid (35 g) in MeOH (400 mL) was added SOCl2 (40 mL) drop-wise at 10-15° C. The reaction was then stirred at 65° C. for 1 h. After cooling to room temperature, the solvent was evaporated in vacuum to afford a residue, which was chromatographed on silica gel using gradient eluant of 0-100% EtOAc in hexane to provide methyl 2-bromo-5-fluoro-3-nitrobenzoate (20 g, 84%). Starting materials: OC=1C=C(C2=C(C=CO2)C1)C=1C(N(C(C1C1=CN(C2=CC=CC=C12)C)=O)C)=O (3-(5-hydroxybenzofur-7-yl)-1-methyl-4-(1-methyl-1H-indol-3-yl)pyrrole-2,5-dione), C([O-])([O-])=O.[K+].[K+] (potassium carbonate), BrCCOC1OCCCC1 (2-(2-bromoethoxy)tetrahydropyran). Solvent: C(C)(=O)OCC (ethyl acetate), CN(C=O)C (N,N-dimethylformamide). Run at temperature 80 celsius, time 20 minute. The product is OCCOC=1C=C(C2=C(C=CO2)C1)C=1C(N(C(C1C1=CN(C2=CC=CC=C12)C)=O)C)=O (3-[5-(2-hydroxyethoxy)benzofur-7-yl]-1-methyl-4-(1-methyl-1H-indol-3-yl)pyrrole-2,5-dione). The yield is 67.4%. As a reaction SMILES: [OH:1][C:2]1[CH:3]=[C:4]([C:11]2[C:12](=[O:28])[N:13]([CH3:27])[C:14](=[O:26])[C:15]=2[C:16]2[C:24]3[C:19](=[CH:20][CH:21]=[CH:22][CH:23]=3)[N:18]([CH3:25])[CH:17]=2)[C:5]2[O:9][CH:8]=[CH:7][C:6]=2[CH:10]=1.C(=O)([O-])[O-].[K+].[K+].Br[CH2:36][CH2:37][O:38]C1CCCCO1>CN(C)C=O.C(OCC)(=O)C>[OH:38][CH2:37][CH2:36][O:1][C:2]1[CH:3]=[C:4]([C:11]2[C:12](=[O:28])[N:13]([CH3:27])[C:14](=[O:26])[C:15]=2[C:16]2[C:24]3[C:19](=[CH:20][CH:21]=[CH:22][CH:23]=3)[N:18]([CH3:25])[CH:17]=2)[C:5]2[O:9][CH:8]=[CH:7][C:6]=2[CH:10]=1 |f:1.2.3|. Procedure: Add to a mixture of 3-(5-hydroxybenzofur-7-yl)-1-methyl-4-(1-methyl-1H-indol-3-yl)pyrrole-2,5-dione (2.5 g, 6.7 mmol) and potassium carbonate (2.78 g, 20.1 mmol) in N,N-dimethylformamide (40 ml), 2-(2-bromoethoxy)tetrahydropyran (3.04 ml, 20.1 mmol). Heat the mixture to 80° C. under nitrogen atmosphere for overnight. Diluted with ethyl acetate, wash with water, brine, dry over magnesium sulfate, filter and concentrate to red solid. Dissolve the solid in methanol (40 ml), add p-toluenesulfonic ac... Starting materials: N1=CC=CC=C1 (pyridine), C1=CC=CC2=CC3=CC=CC=C3C(=C12)S(=O)(=O)Cl (9-anthracenesulfonylchloride), COC(C([C@@H](N)C1=CC=CC=C1)O)=O ((3S)-3-Phenylisoserine methyl ester). The solvent is C(Cl)Cl (methylene chloride), C(Cl)Cl (methylene chloride). Reaction conditions: time 90 minute. Product: C1=CC=CC2=CC3=CC=CC=C3C(=C12)S(=O)(=O)N[C@H]([C@H](C(=O)OC)O)C1=CC=CC=C1 (Methyl (2R,3S)-3-(9-anthracenesulfonamido)-3-phenyl-2-hydroxypropionate). As a reaction SMILES: [CH3:1][O:2][C:3](=[O:14])[CH:4]([OH:13])[C@H:5]([C:7]1[CH:12]=[CH:11][CH:10]=[CH:9][CH:8]=1)[NH2:6].N1C=CC=CC=1.[CH:21]1[C:34]2[C:25](=[CH:26][C:27]3[C:32]([C:33]=2[S:35](Cl)(=[O:37])=[O:36])=[CH:31][CH:30]=[CH:29][CH:28]=3)[CH:24]=[CH:23][CH:22]=1>C(Cl)Cl>[CH:31]1[C:32]2[C:27](=[CH:26][C:25]3[C:34]([C:33]=2[S:35]([NH:6][C@@H:5]([C:7]2[CH:12]=[CH:11][CH:10]=[CH:9][CH:8]=2)[C@@H:4]([OH:13])[C:3]([O:2][CH3:1])=[O:14])(=[O:37])=[O:36])=[CH:21][CH:22]=[CH:23][CH:24]=3)[CH:28]=[CH:29][CH:30]=1. Procedure: (3S)-3-Phenylisoserine methyl ester (I, 0.38 g, 1.95 mmol) is dissolved in methylene chloride (5 mL) and pyridine (1 mL) and the solution treated with a suspension of 9-anthracenesulfonylchloride (0.536 g, 1.95 mmol). The reaction is stirred at 23° for 90 min. The reaction is then poured into methylene chloride and extracted with hydrochloric acid (1 N) and aqueous bicarbonate (5%) and dried over magnesium sulfate. Concentration of the organic layer under reduced pressure produces crude product.... The reactants are O=C([O-])[O-], COC(=O)c1cscc1NC(=O)CCCl, CN(C)C=O, [K+], [K+], O, Oc1ccc(-c2ccccc2)cc1. The product is COC(=O)c1cscc1NC(=O)COc1ccc(-c2ccccc2)cc1. RXN SMILES: [C:16](=[O:17])([O-:18])[O-:19].[CH3:1][O:2][C:3](=[O:4])[c:5]1[cH:6][s:7][cH:8][c:9]1[NH:10][C:11]([CH2:12][CH2:13][Cl:14])=[O:15].[CH3:36][N:37]([CH3:38])[CH:39]=[O:40].[K+:20].[K+:21].[OH2:35].[OH:22][c:23]1[cH:24][cH:25][c:26](-[c:29]2[cH:30][cH:31][cH:32][cH:33][cH:34]2)[cH:27][cH:28]1>>[CH3:1][O:2][C:3](=[O:4])[c:5]1[cH:6][s:7][cH:8][c:9]1[NH:10][C:11]([CH2:12][O:22][c:23]1[cH:24][cH:25][c:26](-[c:29]2[cH:30][cH:31][cH:32][cH:33][cH:34]2)[cH:27][cH:28]1)=[O:15]. Reactants: N1N=C(C2=CC=CC=C12)CO ((1H-indazol-3-yl)methanol). The reagents and catalysts are [O-2].[O-2].[Mn+4] (manganese dioxide). Run in COCCOC (1,2-dimethoxyethane). Run at temperature 20 celsius, time 1 hour. The product is N1N=C(C2=CC=CC=C12)C=O (1H-indazole-3-carboxaldehyde). Yield: 90.2%. RXN SMILES: [NH:1]1[C:9]2[C:4](=[CH:5][CH:6]=[CH:7][CH:8]=2)[C:3]([CH2:10][OH:11])=[N:2]1>COCCOC.[O-2].[O-2].[Mn+4]>[NH:1]1[C:9]2[C:4](=[CH:5][CH:6]=[CH:7][CH:8]=2)[C:3]([CH:10]=[O:11])=[N:2]1 |f:2.3.4|. Reported procedure: A solution of 2.27 g of (1H-indazol-3-yl)methanol in 220 ml of 1,2-dimethoxyethane is added to 13.32 g of manganese dioxide. After one hour at a temperature in the region of 20° C., the reaction mixture is refluxed for 15 minutes. After cooling to a temperature in the region of 20° C., the reaction medium is filtered through a sinter funnel packed with Celite. The collected filtrate is concentrated under reduced pressure at a temperature in the region of 40° C. 2.02 g of 1H-indazole-3-carboxalde... Reactants: N1N=NC2=C1C=CC(=C2)C(=O)O (1H-benzotriazole-5-carboxylic acid), [H-].[Al+3].[Li+].[H-].[H-].[H-] (lithium aluminum hydride), O1CCCC1 (tetrahydrofuran), [O-]S(=O)(=O)[O-].[Na+].[Na+] (Na2SO4), [O-]S(=O)(=O)[O-].[Na+].[Na+] (Na2SO4). Run at temperature 70 celsius, time 90 hour. The product is N1C=NC2=C1C=CC(=C2)CO ((1H-benzoimidazol-5-yl)methanol). The yield is 16.0%. As a reaction SMILES: [NH:1]1[C:5]2[CH:6]=[CH:7][C:8]([C:10]([OH:12])=O)=[CH:9][C:4]=2[N:3]=N1.[H-].[Al+3].[Li+].[H-].[H-].[H-].[O-]S([O-])(=O)=O.[Na+].[Na+].O1CCC[CH2:27]1>>[NH:1]1[C:5]2[CH:6]=[CH:7][C:8]([CH2:10][OH:12])=[CH:9][C:4]=2[N:3]=[CH:27]1 |f:1.2.3.4.5.6,7.8.9|. Reported procedure: To a solution of 1H-benzotriazole-5-carboxylic acid (1.00 g, 6.13 mmol) in 30 mL of dry tetrahydrofuran was added lithium aluminum hydride (0.47 g, 12 mmol) under nitrogen at 0° C. After the reaction mixture was stirred at 70° C. for 90 h, saturated Na2SO4 aqueous solution was added carefully at 0° C. After the solution was stirred at room temperature for 30 min, a sufficient amount of Na2SO4 was added with additional stirring for drying. After filtration, the filtrate was concentrated in vacuo,... Reactants: OC=1C(=CC2=CC=CC=C2C1)C(CC(=O)OC(C)(C)C)=O (tert-butyl 3-(3-hydroxynaphthalen-2-yl)-3-oxopropanoate), C(C)(=O)O (acetic acid), C(C1=CC=CC=C1)=O (benzaldehyde), N1CCCCC1 (piperidine). RXN SMILES: [OH:1][C:2]1[C:3]([C:12](=[O:21])[CH2:13][C:14]([O:16][C:17]([CH3:20])([CH3:19])[CH3:18])=[O:15])=[CH:4][C:5]2[C:10]([CH:11]=1)=[CH:9][CH:8]=[CH:7][CH:6]=2.[CH:22](=O)[C:23]1[CH:28]=[CH:27][CH:26]=[CH:25][CH:24]=1.N1CCCCC1.C(O)(=O)C>C1C=CC=CC=1>[OH:1][C:2]1[C:3]([C:12](/[C:13](=[CH:22]\[C:23]2[CH:28]=[CH:27][CH:26]=[CH:25][CH:24]=2)/[C:14]([O:16][C:17]([CH3:18])([CH3:20])[CH3:19])=[O:15])=[O:21])=[CH:4][C:5]2[C:10]([CH:11]=1)=[CH:9][CH:8]=[CH:7][CH:6]=2. Product: OC=1C(=CC2=CC=CC=C2C1)C(=O)/C(/C(=O)OC(C)(C)C)=C\C1=CC=CC=C1 ((E)-tert-butyl 2-(3-hydroxynaphthalene-2-carbonyl)-3-phenylprop-2-enoate). The yield is 56.9%. Procedure details: Prepared according to general procedure A using tert-butyl 3-(3-hydroxynaphthalen-2-yl)-3-oxopropanoate (286 mg, 1.0 mmol), benzaldehyde (100 μL, 1.00 mmol), 15.0 mL benzene, piperidine (10 μL, 0.10 mmol) and glacial acetic acid (5.7 μL, 0.10 mmol), refluxed for 4 h. Purified via recrystallization from hexanes/CH2Cl2, yielding 213 mg (57%) of yellow solid. mp=132-135° C.; IR (film) 2977.6; 1716.6; 1639.5; 1154.5 cm−1; 1H NMR (500 MHz, CDCl3) δ 11.20 (bs, 1H), 8.19 (s, 1H); 7.96 (s, 1H), 7.70 (t,... Solvent: C1=CC=CC=C1 (benzene).